The task is: describe an organic reaction: reactants, conditions, products, and yield. This data is from the Open Reaction Database (ORD), a public repository of structured organic reaction records. Starting materials: ClCCCN1C2=C(SCC1=O)C=CN=C2 (4-(3-Chloropropyl)-4H-pyrido[4,3-b][1,4]thiazin-3-one), C(=O)([O-])[O-].[K+].[K+] (K2CO3), [Na+].[I-] (NaI), C(CCC)C1CCNCC1 (4-butylpiperidine). Run in CCCCCCC.CCOC(=O)C (Heptane EtOAc). Product: C(CCC)C1CCN(CC1)CCCN1C2=C(SCC1=O)C=CN=C2 (4-[3-(4-Butylpiperidin-1-yl)propyl]-4H-pyrido[4,3-b][1,4]thiazin-3-one). Isolated yield 32.3%. Reaction SMILES: Cl[CH2:2][CH2:3][CH2:4][N:5]1[C:10](=[O:11])[CH2:9][S:8][C:7]2[CH:12]=[CH:13][N:14]=[CH:15][C:6]1=2.C([O-])([O-])=O.[K+].[K+].[Na+].[I-].[CH2:24]([CH:28]1[CH2:33][CH2:32][NH:31][CH2:30][CH2:29]1)[CH2:25][CH2:26][CH3:27]>CCCCCCC.CCOC(C)=O>[CH2:24]([CH:28]1[CH2:33][CH2:32][N:31]([CH2:2][CH2:3][CH2:4][N:5]2[C:10](=[O:11])[CH2:9][S:8][C:7]3[CH:12]=[CH:13][N:14]=[CH:15][C:6]2=3)[CH2:30][CH2:29]1)[CH2:25][CH2:26][CH3:27] |f:1.2.3,4.5,7.8|. Procedure details: 4-(3-Chloropropyl)-4H-pyrido[4,3-b][1,4]thiazin-3-one (81MF939b) (0.14 g, 0.57 mmol), K2CO3 (0.16 g, 11.4 mmol), NaI (0.18 g, 11.4 mmol) and 4-butylpiperidine (0.09 g, 0.60 mmol) were mixed according to GP12. CC (SiO2; Heptane/EtOAc 10:1-4) gave the title compound (81MF939) (0.064 g, 32%). 1H NMR (CDCl3) δ 8.48 (s, 1H), 8.17 (d, J=5.2 Hz, 1H), 7.25 (d, J=4.8 Hz, 1H), 4.06-4.12 (m, 2H), 3.41 (s, 2H), 2.82 (d, J=11.2, 2H), 2.33 (t, J=6.8 Hz, 2H), 1.83-1.89 (m, 4H), 1.64 (d, J=9.2 Hz, 2H), 1.16-1.2... Reactants: NC1=NC=CC=C1Br (2-amino-3-bromopyridine), O1C(=CC2=C1C=CC=C2)B(O)O (benzofuran-2-boronic acid), C(=O)([O-])[O-].[K+].[K+] (K2CO3). The reagents and catalysts are C1=CC=C(C=C1)P([C-]2C=CC=C2)C3=CC=CC=C3.C1=CC=C(C=C1)P([C-]2C=CC=C2)C3=CC=CC=C3.Cl[Pd]Cl.[Fe+2] (Pd(dppf)2Cl2). The solvent is O1CCOCC1.O (dioxane H2O), CCOC(=O)C (EtOAc). Yields the product O1C(=CC2=C1C=CC=C2)NC2=NC=CC=C2 (3-Benzofuran-2-ylpyridin-2-ylamine). As a reaction SMILES: [NH2:1][C:2]1[C:7](Br)=[CH:6][CH:5]=[CH:4][N:3]=1.[O:9]1[C:13]2[CH:14]=[CH:15][CH:16]=[CH:17][C:12]=2[CH:11]=[C:10]1B(O)O.C([O-])([O-])=O.[K+].[K+]>O1CCOCC1.O.CCOC(C)=O.C1C=CC(P(C2C=CC=CC=2)[C-]2C=CC=C2)=CC=1.C1C=CC(P(C2C=CC=CC=2)[C-]2C=CC=C2)=CC=1.Cl[Pd]Cl.[Fe+2]>[O:9]1[C:13]2[CH:14]=[CH:15][CH:16]=[CH:17][C:12]=2[CH:11]=[C:10]1[NH:1][C:2]1[CH:7]=[CH:6][CH:5]=[CH:4][N:3]=1 |f:2.3.4,5.6,8.9.10.11|. Reported procedure: A mixture of 2-amino-3-bromopyridine (1.0 g, 5.7 mmol), benzofuran-2-boronic acid (1.03 g, 6.4 mmol), Pd(dppf)2Cl2 (50 mg) and K2CO3 (1.83 g, 13.3 mmol) in dioxane/H2O (4:1, 5 under nitrogen at 80° C. for 16 h, cooled to RT, and concentrated in vacuo. The solid residue thus obtained was dissolved in EtOAc (30 mL) and washed with water (20 mL) and dried in vacuo. The crude material was purified by chromatography on silica gel using EtOAc/Hexanes (1:4) to give the title compound. 1H NMR (CDCl3, 30... Reactants: C1(=CC=CC=C1)C(S[C@@H]1[C@H](C(N1)=O)[C@@H](C)O[Si](C)(C)C(C)(C)C)(C1=CC=CC=C1)C1=CC=CC=C1 ((3S,4R)-4-triphenylmethylthio-3-[(R)-1-(tert-butyldimethylsilyloxy)ethyl]-2-azetidinone), BrCC(=O)OCC=C (allyl bromoacetate), [OH-].[K+] (potassium hydroxide), C1CCC2C(C1)OCCOCCOC3CCCCC3OCCOCCO2 (dicyclohexyl-18-crown-6). Solvent: C1=CC=CC=C1 (benzene). Product: C(C=C)OC(=O)CN1C([C@@H]([C@H]1SC(C1=CC=CC=C1)(C1=CC=CC=C1)C1=CC=CC=C1)[C@@H](C)O[Si](C)(C)C(C)(C)C)=O ((3S,4R)-1-(allyloxycarbonyl)methyl-3-[(R)-1-(tert-butyldimethylsiloxy)ethyl]-4-triphenylmethylthio-2-azetidinone). Reaction SMILES: [C:1]1([C:7]([C:30]2[CH:35]=[CH:34][CH:33]=[CH:32][CH:31]=2)([C:24]2[CH:29]=[CH:28][CH:27]=[CH:26][CH:25]=2)[S:8][C@H:9]2[NH:12][C:11](=[O:13])[C@@H:10]2[C@H:14]([O:16][Si:17]([C:20]([CH3:23])([CH3:22])[CH3:21])([CH3:19])[CH3:18])[CH3:15])[CH:6]=[CH:5][CH:4]=[CH:3][CH:2]=1.Br[CH2:37][C:38]([O:40][CH2:41][CH:42]=[CH2:43])=[O:39].[OH-].[K+].C1CC2OCCOCCOC3C(OCCOCCOC2CC1)CCCC3>C1C=CC=CC=1>[CH2:41]([O:40][C:38]([CH2:37][N:12]1[C@H:9]([S:8][C:7]([C:1]2[CH:2]=[CH:3][CH:4]=[CH:5][CH:6]=2)([C:30]2[CH:31]=[CH:32][CH:33]=[CH:34][CH:35]=2)[C:24]2[CH:29]=[CH:28][CH:27]=[CH:26][CH:25]=2)[C@@H:10]([C@H:14]([O:16][Si:17]([C:20]([CH3:22])([CH3:23])[CH3:21])([CH3:19])[CH3:18])[CH3:15])[C:11]1=[O:13])=[O:39])[CH:42]=[CH2:43] |f:2.3|. Procedure details: The tritylthioazetidinone 2 is treated with 1.5 equivalents of allyl bromoacetate and powdered potassium hydroxide in benzene solvent at ambient temperature in the presence of dicyclohexyl-18-crown-6 for 4 hours. The resulting (3S,4R)-1-(allyloxycarbonyl)methyl-3-[(R)-1-(tert-butyldimethylsiloxy)ethyl]-4-triphenylmethylthio-2-azetidinone (3) is isolated by conventional means. Alternatively p-nitro-benzylbromoacetate may be substituted for allylbromoacetate. The reactants are COc1ccc(C(=O)Nc2ccccc2)cc1N, S=C=Nc1ccccc1. Product: COc1ccc(C(=O)Nc2ccccc2)cc1NC(=S)Nc1ccccc1. As a reaction SMILES: [NH2:1][c:2]1[cH:3][c:4]([C:5](=[O:6])[NH:7][c:8]2[cH:9][cH:10][cH:11][cH:12][cH:13]2)[cH:14][cH:15][c:16]1[O:17][CH3:18].[c:19]1([N:25]=[C:26]=[S:27])[cH:20][cH:21][cH:22][cH:23][cH:24]1>>[NH:1]([c:2]1[cH:3][c:4]([C:5](=[O:6])[NH:7][c:8]2[cH:9][cH:10][cH:11][cH:12][cH:13]2)[cH:14][cH:15][c:16]1[O:17][CH3:18])[C:26]([NH:25][c:19]1[cH:20][cH:21][cH:22][cH:23][cH:24]1)=[S:27]. Reactants: OC(CC=1C=C(C=CC1)CCCN1C(C2=CC=CC=C2C1=O)=O)(CCCC)C (2-(3-(3-(2-hydroxy-2-methylhexyl)phenyl)propyl)isoindoline-1,3-dione), N.CO (NH3 MeOH). Yields the product NCCCC=1C=C(C=CC1)CC(CCCC)(O)C (1-(3-(3-aminopropyl)phenyl)-2-methylhexan-2-ol). Reported procedure: Deprotection of 2-(3-(3-(2-hydroxy-2-methylhexyl)phenyl)propyl)isoindoline-1,3-dione followed by flash chromatography (0-10% (7N NH3/MeOH)/ethyl acetate) gradient gave Example 121 a colorless oil. Yield (0.144 g, 85%): 1H NMR (400 MHz, CDCl3) δ 7.18-7.24 (m, 1H), 7.00-7.08 (m, 3H), 2.68-2.78 (m, 4H), 2.60-2.68 (m, 2H), 1.71-1.80 (m, 2H), 1.24-1.50 (m, 9H), 1.12 (s, 3H), 0.91 (t, J=7.2 Hz, 3H). ESI MS m/z 250.3 [m+H]+, 232.3 [m+H−H2O] Solvent: C(C)(=O)OCC (ethyl acetate). Reaction SMILES: [OH:1][C:2]([CH3:28])([CH2:24][CH2:25][CH2:26][CH3:27])[CH2:3][C:4]1[CH:5]=[C:6]([CH2:10][CH2:11][CH2:12][N:13]2C(=O)C3C(=CC=CC=3)C2=O)[CH:7]=[CH:8][CH:9]=1.N.CO>C(OCC)(=O)C>[NH2:13][CH2:12][CH2:11][CH2:10][C:6]1[CH:5]=[C:4]([CH2:3][C:2]([CH3:28])([OH:1])[CH2:24][CH2:25][CH2:26][CH3:27])[CH:9]=[CH:8][CH:7]=1 |f:1.2|. The reactants are C(C1=CC=CC=C1)OC1=C(C=C(C=C1)C=1C(=NC=CC1)N)F (3-(4-(benzyloxy)-3-fluorophenyl)pyridin-2-amine). Reagents/catalysts: [Pt](=O)=O (platinum(IV) oxide). Solvent: CCO (EtOH). Yields the product NC1=NC=CC=C1C1=CC(=C(C=C1)O)F (4-(2-aminopyridin-3-yl)-2-fluorophenol). The yield is 54.3%. As a reaction SMILES: C([O:8][C:9]1[CH:14]=[CH:13][C:12]([C:15]2[C:16]([NH2:21])=[N:17][CH:18]=[CH:19][CH:20]=2)=[CH:11][C:10]=1[F:22])C1C=CC=CC=1>CCO.[Pt](=O)=O>[NH2:21][C:16]1[C:15]([C:12]2[CH:13]=[CH:14][C:9]([OH:8])=[C:10]([F:22])[CH:11]=2)=[CH:20][CH:19]=[CH:18][N:17]=1. Procedure: A mixture of 3-(4-(benzyloxy)-3-fluorophenyl)pyridin-2-amine (8.5 g), and platinum(IV) oxide (400 mg) in EtOH (200 mL) was stirred at room temperature under hydrogen over weekend. The mixture was added with NH silica gel, concentrated in vacuo, and purified by column chromatography (NH silica gel, eluted with MeOH in EtOAc) to give the title compound (3.20 g) as a pale yellow solid.